From a dataset of the Open Reaction Database (ORD), a public repository of structured organic reaction records. describe an organic reaction: reactants, conditions, products, and yield The reactants are ClCl (chlorine), C29H26ClF3N4O2, CC=1C=C(C(=O)O)C=CC1C(=O)N1CCCC1 (3-methyl-4-(pyrrolidin-1-ylcarbonyl)benzoic acid), CN(C)C(=[N+](C)C)ON1C2=C(C=CC=C2)N=N1.[B-](F)(F)(F)F (TBTU), C(C)(C)N(CC)C(C)C (diisopropylethylamine), ClC1=CC2=C(NC(=N2)[C@H](CC2=CC=C(C=C2)C(F)(F)F)N)C=C1 ((1S)-1-(5-chloro-1H-benzimidazol-2-yl)-2-(4-trifluoromethylphenyl)ethylamine). Solvent: ClCCl.C(C)O (dichloromethane ethanol), O1CCCC1 (tetrahydrofuran). Yields the product ClC1=CC2=C(NC(=N2)[C@H](CC2=CC=C(C=C2)C(F)(F)F)NC(C2=CC(=C(C=C2)C(=O)N2CCCC2)C)=O)C=C1 (N-[(1S)-1-(5-chloro-1H-benzimidazol-2-yl)-2-(4-trifluoromethylphenyl)ethyl]-3-methyl-4-(pyrrolidin-1-ylcarbonyl)benzamide). Reaction SMILES: [CH3:1][C:2]1[CH:3]=[C:4]([CH:8]=[CH:9][C:10]=1[C:11]([N:13]1[CH2:17][CH2:16][CH2:15][CH2:14]1)=[O:12])[C:5]([OH:7])=O.CN(C(ON1N=NC2C=CC=CC1=2)=[N+](C)C)C.[B-](F)(F)(F)F.C(N(C(C)C)CC)(C)C.[Cl:49][C:50]1[CH:71]=[CH:70][C:53]2[NH:54][C:55]([C@@H:57]([NH2:69])[CH2:58][C:59]3[CH:64]=[CH:63][C:62]([C:65]([F:68])([F:67])[F:66])=[CH:61][CH:60]=3)=[N:56][C:52]=2[CH:51]=1.ClCl>O1CCCC1.ClCCl.C(O)C>[Cl:49][C:50]1[CH:71]=[CH:70][C:53]2[NH:54][C:55]([C@@H:57]([NH:69][C:5](=[O:7])[C:4]3[CH:8]=[CH:9][C:10]([C:11]([N:13]4[CH2:17][CH2:16][CH2:15][CH2:14]4)=[O:12])=[C:2]([CH3:1])[CH:3]=3)[CH2:58][C:59]3[CH:60]=[CH:61][C:62]([C:65]([F:67])([F:66])[F:68])=[CH:63][CH:64]=3)=[N:56][C:52]=2[CH:51]=1 |f:1.2,7.8|. Procedure details: Prepared analogously to Example 1g from 3-methyl-4-(pyrrolidin-1-ylcarbonyl)benzoic acid, TBTU, diisopropylethylamine, and (1S)-1-(5-chloro-1H-benzimidazol-2-yl)-2-(4-trifluoromethylphenyl)ethylamine in tetrahydrofuran. Yield: %; Rf value: 0.53 (silica gel: dichloromethane/ethanol=9:1); C29H26ClF3N4O2 (555.00); mass spectrum: (M+H)+=555/557 (chlorine isotope).